The task is: describe an organic reaction: reactants, conditions, products, and yield. This data is from the Open Reaction Database (ORD), a public repository of structured organic reaction records. The reactants are CCCCOCCOc1ccc(-c2ccc3c(c2)C=C(C(=O)Nc2ccc(SCc4ccccn4)cc2)CCN3CCC)cc1, ClCCl, O=C(OO)c1cccc(Cl)c1, [Na+], [Na+], O=S([O-])([O-])=S. Yields the product CCCCOCCOc1ccc(-c2ccc3c(c2)C=C(C(=O)Nc2ccc(S(=O)Cc4ccccn4)cc2)CCN3CCC)cc1. RXN SMILES: [CH2:1]([CH2:2][CH2:3][CH3:4])[O:5][CH2:6][CH2:7][O:8][c:9]1[cH:10][cH:11][c:12](-[c:15]2[cH:16][cH:17][c:18]3[c:19]([cH:45]2)[CH:20]=[C:21]([C:28](=[O:29])[NH:30][c:31]2[cH:32][cH:33][c:34]([S:37][CH2:38][c:39]4[n:40][cH:41][cH:42][cH:43][cH:44]4)[cH:35][cH:36]2)[CH2:22][CH2:23][N:24]3[CH2:25][CH2:26][CH3:27])[cH:13][cH:14]1.[CH2:64]([Cl:65])[Cl:66].[Cl:46][c:47]1[cH:48][cH:49][cH:50][c:51]([C:52]([O:53][OH:55])=[O:54])[cH:56]1.[Na+:62].[Na+:63].[S:57]([O-:58])([O-:59])(=[O:60])=[S:61]>>[CH2:1]([CH2:2][CH2:3][CH3:4])[O:5][CH2:6][CH2:7][O:8][c:9]1[cH:10][cH:11][c:12](-[c:15]2[cH:16][cH:17][c:18]3[c:19]([cH:45]2)[CH:20]=[C:21]([C:28](=[O:29])[NH:30][c:31]2[cH:32][cH:33][c:34]([S:37]([CH2:38][c:39]4[n:40][cH:41][cH:42][cH:43][cH:44]4)=[O:54])[cH:35][cH:36]2)[CH2:22][CH2:23][N:24]3[CH2:25][CH2:26][CH3:27])[cH:13][cH:14]1. Reactants: COC(=O)Cc1cc(O)cc(CC(=O)OC)c1, BrCC=Cc1ccccc1, CC(C)=O, [K+], [K+], O=C([O-])[O-]. The product is COC(=O)Cc1cc(CC(=O)OC)cc(OCC=Cc2ccccc2)c1. As a reaction SMILES: [C:1](=[O:2])([O:3][CH3:4])[CH2:5][c:6]1[cH:7][c:8]([OH:17])[cH:9][c:10]([CH2:12][C:13](=[O:14])[O:15][CH3:16])[cH:11]1.[CH2:24]([CH:25]=[CH:26][c:27]1[cH:28][cH:29][cH:30][cH:31][cH:32]1)[Br:33].[CH3:34][C:35](=[O:36])[CH3:37].[K+:18].[K+:19].[O-:20][C:21]([O-:22])=[O:23]>>[C:1](=[O:2])([O:3][CH3:4])[CH2:5][c:6]1[cH:7][c:8]([O:17][CH2:24][CH:25]=[CH:26][c:27]2[cH:28][cH:29][cH:30][cH:31][cH:32]2)[cH:9][c:10]([CH2:12][C:13](=[O:14])[O:15][CH3:16])[cH:11]1. The reactants are COc1ccc(-c2nc(C3CCC4(CC3)OCCO4)sc2-c2ccc(C)cc2)cc1, CCCCCC, C1CCOC1, O, O=S(=O)(c1ccccc1)N1OC1c1ccccc1. Yields the product COc1ccc(-c2nc(C3(O)CCC4(CC3)OCCO4)sc2-c2ccc(C)cc2)cc1. Reaction SMILES: [CH3:1][O:2][c:3]1[cH:4][cH:5][c:6](-[c:9]2[n:10][c:11]([CH:21]3[CH2:22][CH2:23][C:24]4([O:25][CH2:26][CH2:27][O:28]4)[CH2:29][CH2:30]3)[s:12][c:13]2-[c:14]2[cH:15][cH:16][c:17]([CH3:20])[cH:18][cH:19]2)[cH:7][cH:8]1.[CH3:55][CH2:56][CH2:57][CH2:58][CH2:59][CH3:60].[O:50]1[CH2:51][CH2:52][CH2:53][CH2:54]1.[OH2:49].[c:31]1([CH:32]2[N:33]([S:34]([c:35]3[cH:36][cH:37][cH:38][cH:40][cH:41]3)(=[O:42])=[O:43])[O:39]2)[cH:44][cH:45][cH:46][cH:47][cH:48]1>>[CH3:1][O:2][c:3]1[cH:4][cH:5][c:6](-[c:9]2[n:10][c:11]([C:21]3([OH:39])[CH2:22][CH2:23][C:24]4([O:25][CH2:26][CH2:27][O:28]4)[CH2:29][CH2:30]3)[s:12][c:13]2-[c:14]2[cH:15][cH:16][c:17]([CH3:20])[cH:18][cH:19]2)[cH:7][cH:8]1.